This data is from the Open Reaction Database (ORD), a public repository of structured organic reaction records. The task is: describe an organic reaction: reactants, conditions, products, and yield Reactants: NC(=O)c1ccc(Br)c2c1[nH]c1cc(CO)ccc12, C1CCOC1, CS(=O)(=O)Cl, [Na+], O=C([O-])O. Product: CS(=O)(=O)OCc1ccc2c(c1)[nH]c1c(C(N)=O)ccc(Br)c12. RXN SMILES: [Br:1][c:2]1[cH:3][cH:4][c:5]([C:17](=[O:18])[NH2:19])[c:6]2[nH:7][c:8]3[cH:9][c:10]([CH2:15][OH:16])[cH:11][cH:12][c:13]3[c:14]12.[CH2:30]1[O:31][CH2:32][CH2:33][CH2:34]1.[CH3:20][S:21]([Cl:22])(=[O:23])=[O:24].[Na+:29].[O-:25][C:26]([OH:27])=[O:28]>>[Br:1][c:2]1[cH:3][cH:4][c:5]([C:17](=[O:18])[NH2:19])[c:6]2[nH:7][c:8]3[cH:9][c:10]([CH2:15][O:16][S:21]([CH3:20])(=[O:23])=[O:24])[cH:11][cH:12][c:13]3[c:14]12. Reactants: Cl (hydrochloric acid), CO (methanol), CC1S[C@H]2N(C(=C1)C(=O)O)C(C2NC(C(C=2NC(SC2)=NC=O)=NOC(C)C)=O)=O (2-methyl-7-[2-isopropoxyimino-2-(2-formylimino-2,3-dihydrothiazol-4-yl)acetamido]-3-cephem-4-carboxylic acid), CC1S[C@H]2N(C(=C1)C(=O)O)C(C2NC(C(C=2N=C(SC2)NC=O)=NOC(C)C)=O)=O (2-methyl-7-[2-isopropoxyimino-2-(2-formylaminothiazol-4-yl)acetamido]-3-cephem-4-carboxylic acid). Solvent: O1CCCC1 (tetrahydrofuran). Conditions: time 2 hour. Product: CC1S[C@H]2N(C(=C1)C(=O)O)C(C2NC(C(C=2N=C(SC2)N)=NOC(C)C)=O)=O (2-methyl-7-[2-isopropoxyimino-2-(2-aminothiazol-4-yl)acetamido]-3-cephem-4-carboxylic acid). Reaction SMILES: CO.[CH3:3][CH:4]1[CH:9]=[C:8]([C:10]([OH:12])=[O:11])[N:7]2[C:13](=[O:32])[CH:14]([NH:15][C:16](=[O:31])[C:17](=[N:26][O:27][CH:28]([CH3:30])[CH3:29])[C:18]3[N:19]=[C:20]([NH:23]C=O)[S:21][CH:22]=3)[C@H:6]2[S:5]1.Cl>O1CCCC1>[CH3:3][CH:4]1[CH:9]=[C:8]([C:10]([OH:12])=[O:11])[N:7]2[C:13](=[O:32])[CH:14]([NH:15][C:16](=[O:31])[C:17](=[N:26][O:27][CH:28]([CH3:29])[CH3:30])[C:18]3[N:19]=[C:20]([NH2:23])[S:21][CH:22]=3)[C@H:6]2[S:5]1. Procedure: To a mixture of methanol (13 ml) and tetrahydrofuran (13 ml) was dissolved 2-methyl-7-[2-isopropoxyimino-2-(2-formylaminothiazol-4-yl)acetamido]-3-cephem-4-carboxylic acid (syn isomer), which can be represented as 2-methyl-7-[2-isopropoxyimino-2-(2-formylimino-2,3-dihydrothiazol-4-yl)acetamido]-3-cephem-4-carboxylic acid (syn isomer), (1.7 g) and thereto was added concentrated hydrochloric acid (1.5 ml) with stirring at room temperature and then stirring was continued for 2 hours at room tempera... Run in C(Cl)Cl (CH2Cl2). Product: C(CCC)C=1C=CC(=NC1)CNCC1=CC=C(C=C1)CN(C1CCCC=2C=CC=NC12)CC1=NC2=C(N1)C=CC=C2 (N-(5-butyl-2-pyridinylmethyl)-N′-(1H-benzimidazol-2-ylmethyl)-N′-(5,6,7,8-tetrahydro-8-quinolinyl)-1,4-benzenedimethanamine). RXN SMILES: [NH:1]1[C:5]2[CH:6]=[CH:7][CH:8]=[CH:9][C:4]=2[N:3]=[C:2]1[CH2:10][N:11]([CH:21]1[C:30]2[N:29]=[CH:28][CH:27]=[CH:26][C:25]=2[CH2:24][CH2:23][CH2:22]1)[CH2:12][C:13]1[CH:18]=[CH:17][C:16]([CH2:19][NH2:20])=[CH:15][CH:14]=1.[CH2:31]([C:35]1[CH:36]=[CH:37][C:38]([CH:41]=O)=[N:39][CH:40]=1)[CH2:32][CH2:33][CH3:34].[BH-](OC(C)=O)(OC(C)=O)OC(C)=O.[Na+]>C(Cl)Cl>[CH2:31]([C:35]1[CH:36]=[CH:37][C:38]([CH2:41][NH:20][CH2:19][C:16]2[CH:15]=[CH:14][C:13]([CH2:12][N:11]([CH2:10][C:2]3[NH:3][C:4]4[CH:9]=[CH:8][CH:7]=[CH:6][C:5]=4[N:1]=3)[CH:21]3[C:30]4[N:29]=[CH:28][CH:27]=[CH:26][C:25]=4[CH2:24][CH2:23][CH2:22]3)=[CH:18][CH:17]=2)=[N:39][CH:40]=1)[CH2:32][CH2:33][CH3:34] |f:2.3|. Procedure details: Using general procedure B: N-(1H-benzimidazol-2-ylmethyl)-N-(5,6,7,8-tetrahydro-8-quinolinyl)-1,4-benzenedimethanamine (0.1258 g, 0.316 mmol) and 5-n-butylpyridine-2-carboxaldehyde (0.0603 g, 0.294 mmol) were reacted with NaBH(OAc)3 (0.0942 g, 0.444 mmol) in CH2Cl2 (2.5 mL). Purification of the crude material by radial chromatography (2 mm TLC plate, 50:1:1 CH2Cl2: CH3OH: NH4OH) provided 0.0713 g (45%) of AMD9398 (free base). Reactants: N1C(=NC2=C1C=CC=C2)CN(CC2=CC=C(C=C2)CN)C2CCCC=1C=CC=NC21 (N-(1H-benzimidazol-2-ylmethyl)-N-(5,6,7,8-tetrahydro-8-quinolinyl)-1,4-benzenedimethanamine), C(CCC)C=1C=CC(=NC1)C=O (5-n-butylpyridine-2-carboxaldehyde), [BH-](OC(=O)C)(OC(=O)C)OC(=O)C.[Na+] (NaBH(OAc)3). Reported procedure: Racemic 3-fluoro-4-(carbomethoxy)phenylalanine methyl ester hydrochloride (example 119) was coupled to the carboxylic acid of example 2 in the usual manner and saponified to give the title compound of example 120. Reaction SMILES: Cl.C[O:3][C:4](=[O:19])[C@H:5]([CH2:7][C:8]1[CH:13]=[CH:12][C:11]([C:14]([O:16]C)=[O:15])=[C:10]([F:18])[CH:9]=1)[NH2:6].[CH:20]1([N:26]2[C:30]3[CH:31]=[CH:32][C:33]([C:35](O)=[O:36])=[CH:34][C:29]=3[N:28]=[C:27]2[C:38]2[CH:42]=[CH:41][O:40][CH:39]=2)[CH2:25][CH2:24][CH2:23][CH2:22][CH2:21]1>>[C:4]([CH:5]([NH:6][C:35]([C:33]1[CH:32]=[CH:31][C:30]2[N:26]([CH:20]3[CH2:25][CH2:24][CH2:23][CH2:22][CH2:21]3)[C:27]([C:38]3[CH:42]=[CH:41][O:40][CH:39]=3)=[N:28][C:29]=2[CH:34]=1)=[O:36])[CH2:7][C:8]1[CH:13]=[CH:12][C:11]([C:14]([OH:16])=[O:15])=[C:10]([F:18])[CH:9]=1)([OH:3])=[O:19] |f:0.1|. The product is C(=O)(O)C(CC1=CC(=C(C(=O)O)C=C1)F)NC(=O)C1=CC2=C(N(C(=N2)C2=COC=C2)C2CCCCC2)C=C1 (Racemic 4-(2-Carboxy-2-{[1-(1-cyclohexyl-2-furan-3-yl-1H-benzimidazol-5-yl)-methanoyl]-amino}-ethyl)-2-fluoro-benzoic acid). Starting materials: Cl.COC([C@@H](N)CC1=CC(=C(C=C1)C(=O)OC)F)=O (Racemic 3-fluoro-4-(carbomethoxy)phenylalanine methyl ester hydrochloride), C1(CCCCC1)N1C(=NC2=C1C=CC(=C2)C(=O)O)C2=COC=C2 (1-Cyclohexyl-2-furan-3-yl-1H-benzoimidazole-5-carboxylic acid). Reactants: BrC1([C@H]([C@@H]1C(=O)OC)C(=O)OC)CO ((1R,2R)-3-bromo-1,2-dicarbomethoxy-3-hydroxymethyl-cyclopropane), [Cr](=O)(=O)([O-])Cl.[NH+]1=CC=CC=C1 (pyridinium chlorochromate), C(C)OCC (Diethyl ether). The solvent is ClCCl (dichloromethane). Conditions: time 16 hour. Product: BrC1([C@H]([C@@H]1C(=O)OC)C(=O)OC)C=O ((1R,2R)-3-bromo-1,2-dicarbomethoxy-3-formyl-cyclopropane). The yield is 69.3%. RXN SMILES: [Br:1][C:2]1([CH2:13][OH:14])[C@@H:4]([C:5]([O:7][CH3:8])=[O:6])[C@@H:3]1[C:9]([O:11][CH3:12])=[O:10].[Cr](Cl)([O-])(=O)=O.[NH+]1C=CC=CC=1.C(OCC)C>ClCCl>[Br:1][C:2]1([CH:13]=[O:14])[C@@H:4]([C:5]([O:7][CH3:8])=[O:6])[C@@H:3]1[C:9]([O:11][CH3:12])=[O:10] |f:1.2|. Procedure details: To a stirred solution of (1R,2R)-3-bromo-1,2-dicarbomethoxy-3-hydroxymethyl-cyclopropane (2.8 g, 10.5 mmol) in dichloromethane (120 ml) was added pyridinium chlorochromate (3.35 g, 15.7 mmol) and stirring continued over a period of 16 hours. Diethyl ether (120 ml) was added to the reaction mixture, which was then filtered with the aid of a Whatman glass microfibre filter and evaporated. Column chromatography of the crude product (diethyl ether/hexane 1:1) yielded (1R,2R)-3-bromo-1,2-dicarbometho... Reactants: CC1([C@@H]([C@@H]1C#CC(OCC(Cl)(Cl)Cl)=O)C(=O)O)C ((IR,cis) 2,2-dimethyl-3-[3-oxo-3-(2,2,2-trichloroethoxy) -1-propynyl]-cyclopropane-carboxylic acid), CC1([C@@H]([C@@H]1\C=C/C(OCCOC)=O)C(=O)O[C@@H](C1=CC(=CC=C1)OC1=CC=CC=C1)C)C ((R)α-methyl-3-phenoxy-benzyl (IR,cis) 2,2-dimethyl-3-[(Z) 3-oxo-3-(2-methoxyethoxy)-1-propenyl]-cyclopropane-carboxylate), O(C1=CC=CC=C1)C=1C=C(C=CC1)C(C)O ((3-phenoxy-phenyl)-ethanol). Procedure details: Using the procedure of Step D of Example 9, 6 g of (IR,cis) 2,2-dimethyl-3-[3-oxo-3-(2,2,2-trichloroethoxy) -1-propynyl]-cyclopropane-carboxylic acid and 4.1 g of 1-(R) (3-phenoxy-phenyl)-ethanol were reacted to obtain after chromatography and elution with an 8-2 mixture of cyclohexane-ethyl acetate 4.38 g of (R)α-methoxy-3-phenoxy-benzyl (IR, cis) 2,2-dimethyl-3-[3-oxo-3-(2,2,2-trichloroethoxy)-1-propynyl]-cyclopropane-carboxylate. The product is CC1([C@@H]([C@@H]1C#CC(OCC(Cl)(Cl)Cl)=O)C(=O)O[C@@H](C1=CC(=CC=C1)OC1=CC=CC=C1)C)C ((R)α-methyl-3-phenoxy-benzyl (IR,cis) 2,2-dimethyl -3-[3-oxo-3-(2,2,2-trichloroethoxy)-1-propynyl]-cyclopropane-carboxylate). As a reaction SMILES: [CH3:1][C:2]1([CH3:18])[C@@H:4]([C:5]#[C:6][C:7](=[O:14])[O:8][CH2:9][C:10]([Cl:13])([Cl:12])[Cl:11])[C@H:3]1[C:15]([OH:17])=[O:16].CC1(C)[C@@H](/C=C\C(=O)OCCOC)[C@H]1C(O[C@H:35]([CH3:49])[C:36]1[CH:41]=[CH:40][CH:39]=[C:38]([O:42][C:43]2[CH:48]=[CH:47][CH:46]=[CH:45][CH:44]=2)[CH:37]=1)=O.O(C1C=C(C(O)C)C=CC=1)C1C=CC=CC=1>>[CH3:1][C:2]1([CH3:18])[C@@H:4]([C:5]#[C:6][C:7](=[O:14])[O:8][CH2:9][C:10]([Cl:13])([Cl:11])[Cl:12])[C@H:3]1[C:15]([O:17][C@H:35]([CH3:49])[C:36]1[CH:41]=[CH:40][CH:39]=[C:38]([O:42][C:43]2[CH:48]=[CH:47][CH:46]=[CH:45][CH:44]=2)[CH:37]=1)=[O:16].